Task: describe an organic reaction: reactants, conditions, products, and yield. Dataset: the Open Reaction Database (ORD), a public repository of structured organic reaction records Starting materials: CN, CC(=O)O, O=Cc1cn(CC(=O)Nc2sc3c(c2C(=O)NCCO)CCCC3)nc1C(F)(F)F, ClCCl, [H][H]. Yields the product CNCc1cn(CC(=O)Nc2sc3c(c2C(=O)NCCO)CCCC3)nc1C(F)(F)F. As a reaction SMILES: [CH3:31][NH2:32].[CH3:33][C:34](=[O:35])[OH:36].[CH:1](=[O:2])[c:3]1[c:4]([C:27]([F:28])([F:29])[F:30])[n:5][n:6]([CH2:8][C:9](=[O:10])[NH:11][c:12]2[c:13]([C:21](=[O:22])[NH:23][CH2:24][CH2:25][OH:26])[c:14]3[c:15]([s:16]2)[CH2:17][CH2:18][CH2:19][CH2:20]3)[cH:7]1.[Cl:39][CH2:40][Cl:41].[H:37][H:38]>>[CH2:1]([c:3]1[c:4]([C:27]([F:28])([F:29])[F:30])[n:5][n:6]([CH2:8][C:9](=[O:10])[NH:11][c:12]2[c:13]([C:21](=[O:22])[NH:23][CH2:24][CH2:25][OH:26])[c:14]3[c:15]([s:16]2)[CH2:17][CH2:18][CH2:19][CH2:20]3)[cH:7]1)[NH:32][CH3:31]. Starting materials: Cl.C(C1=CC=CC=C1)N(C1=C(C(=O)N)C=CC=C1)CCCl (2-[Benzyl(2-chloroethyl)amino]benzamide hydrochloride), C(CCC)O (butanol), C(=O)([O-])[O-].[Na+].[Na+] (Na2CO3), OC1(CCNCC1)C1=CC=CC=C1 (4-hydroxy-4-phenylpiperidine). The solvent is C(Cl)(Cl)Cl (chloroform). Yields the product Cl.C(C1=CC=CC=C1)N(C1=C(C(=O)N)C=CC=C1)CCN1CCC(CC1)(C1=CC=CC=C1)O (2-[Benzyl-(2-[4-hydroxy-4-phenylpiperidyl]ethyl)amino]benzamide hydrochloride). Yield: 53.8%. RXN SMILES: Cl.[CH2:2]([N:9]([CH2:19][CH2:20][Cl:21])[C:10]1[CH:18]=[CH:17][CH:16]=[CH:15][C:11]=1[C:12]([NH2:14])=[O:13])[C:3]1[CH:8]=[CH:7][CH:6]=[CH:5][CH:4]=1.C([O-])([O-])=O.[Na+].[Na+].[OH:28][C:29]1([C:35]2[CH:40]=[CH:39][CH:38]=[CH:37][CH:36]=2)[CH2:34][CH2:33][NH:32][CH2:31][CH2:30]1.C(O)CCC>C(Cl)(Cl)Cl>[ClH:21].[CH2:2]([N:9]([CH2:19][CH2:20][N:32]1[CH2:33][CH2:34][C:29]([OH:28])([C:35]2[CH:36]=[CH:37][CH:38]=[CH:39][CH:40]=2)[CH2:30][CH2:31]1)[C:10]1[CH:18]=[CH:17][CH:16]=[CH:15][C:11]=1[C:12]([NH2:14])=[O:13])[C:3]1[CH:8]=[CH:7][CH:6]=[CH:5][CH:4]=1 |f:0.1,2.3.4,8.9|. Procedure details: A mixture of 19.5 g 2-[Benzyl(2-chloroethyl)amino]benzamide hydrochloride, 15.75 g powdered anhydrous Na2CO3, 10.6 g 4-hydroxy-4-phenylpiperidine and 250 ml butanol was refluxed 20 hours, cooled and an equal volume of chloroform added. The mixture was filtered and the filtrate concentrated on the rotovap to dryness. The residue was dissolved in 500 ml ether, a little dry ice added, the mixture filtered and concentrated to dryness. The residue in 300 ml ether was treated with dry HC1 and filtered... The reactants are BrB(Br)Br, COc1cccc2c1CCN(C(=O)C(F)(F)F)CC2, CCOC(C)=O, CCCCCC, [Cl-], ClCCl, [NH4+]. Product: O=C(N1CCc2cccc(O)c2CC1)C(F)(F)F. Reaction SMILES: [B:20]([Br:21])([Br:22])[Br:23].[CH3:1][O:2][c:3]1[cH:4][cH:5][cH:6][c:7]2[c:13]1[CH2:12][CH2:11][N:10]([C:14]([C:15]([F:16])([F:17])[F:18])=[O:19])[CH2:9][CH2:8]2.[CH3:26][CH2:27][O:28][C:29]([CH3:30])=[O:31].[CH3:32][CH2:33][CH2:34][CH2:35][CH2:36][CH3:37].[Cl-:24].[Cl:38][CH2:39][Cl:40].[NH4+:25]>>[OH:2][c:3]1[cH:4][cH:5][cH:6][c:7]2[c:13]1[CH2:12][CH2:11][N:10]([C:14]([C:15]([F:16])([F:17])[F:18])=[O:19])[CH2:9][CH2:8]2. The reactants are OC=1C(=CC=C2C=CC=NC12)C(=O)O (8-hydroxyquinoline-7-carboxylic acid), NC=1SC(=C(N1)O)C1=CC=C(C=C1)Cl (2-amino-5-(4-chlorophenyl)-4-hydroxy-1,3-thiazole), PCl8. The solvent is O (water), xylenes. Conditions: time 8 hour. Product: ClC1=CC=C(C=C1)C1C(N=C(S1)NC(=O)C1=CC=C2C=CC=NC2=C1O)=O (N-[5-(4-Chlorophenyl)-4, 5-dihydro-4-oxo-2-thiazolyl]-8-hydroxy-7-quinolinecarboxamide). Isolated yield 40.1%. RXN SMILES: [OH:1][C:2]1[C:3]([C:12]([OH:14])=O)=[CH:4][CH:5]=[C:6]2[C:11]=1[N:10]=[CH:9][CH:8]=[CH:7]2.[NH2:15][C:16]1[S:17][C:18]([C:22]2[CH:27]=[CH:26][C:25]([Cl:28])=[CH:24][CH:23]=2)=[C:19]([OH:21])[N:20]=1>O>[Cl:28][C:25]1[CH:24]=[CH:23][C:22]([CH:18]2[S:17][C:16]([NH:15][C:12]([C:3]3[C:2]([OH:1])=[C:11]4[C:6]([CH:7]=[CH:8][CH:9]=[N:10]4)=[CH:5][CH:4]=3)=[O:14])=[N:20][C:19]2=[O:21])=[CH:27][CH:26]=1. Procedure details: A solution of 8-hydroxyquinoline-7-carboxylic acid (0.280 g) of Preparation 1 and 2-amino-5-(4-chlorophenyl)-4-hydroxy-1,3-thiazole (0.340 g) in 50 mL xylenes is heated to reflux. To this is added dropwise PCl8 (0.103 g). Refluxing is continued overnight. The reaction is then cooled and water is added to destroy excess PCl3. The resulting solid is collected, washed with water and dried. The crude product is triturated with HOAc to yield 0.236 g of the title product as a gold solid. Reactants: C(C)(C)(C)OC(=O)N[C@H]1CN(CC1)S(=O)(=O)C=1C=2C(=CN=CC2C=CC1)C ((R)-3-(tert-butoxycarbonylamino)-1-(4-methyl-5-isoquinolinesulfonyl)pyrrolidine), C(C)(C)(C)OC(=O)N[C@H]1CN(CC1)S(=O)(=O)C=1C=2C(=CN=CC2C=CC1)C ((R)-3-(tert-butoxycarbonylamino)-1-(4-methyl-5-isoquinolinesulfonyl)pyrrolidine), CC1=CN=CC=2C=CC=C(C12)S(=O)(=O)Cl (4-methyl-5-isoquinolinesulfonyl chloride), C(C)(C)(C)OC(=O)N[C@H]1CNCC1 ((R)-3-(tert-butoxycarbonylamino)pyrrolidine). Product: N[C@H]1CN(CC1)S(=O)(=O)C=1C=2C(=CN=CC2C=CC1)C ((R)-3-Amino-1-(4-methyl-5-isoquinolinesulfonyl)pyrrolidine), Cl (hydrochloride). As a reaction SMILES: CC1C2C(S([Cl:15])(=O)=O)=CC=CC=2C=NC=1.C(OC(N[C@@H]1CCNC1)=O)(C)(C)C.C(OC([NH:36][C@@H:37]1[CH2:41][CH2:40][N:39]([S:42]([C:45]2[C:46]3[C:47]([CH3:55])=[CH:48][N:49]=[CH:50][C:51]=3[CH:52]=[CH:53][CH:54]=2)(=[O:44])=[O:43])[CH2:38]1)=O)(C)(C)C>>[NH2:36][C@@H:37]1[CH2:41][CH2:40][N:39]([S:42]([C:45]2[C:46]3[C:47]([CH3:55])=[CH:48][N:49]=[CH:50][C:51]=3[CH:52]=[CH:53][CH:54]=2)(=[O:44])=[O:43])[CH2:38]1.[ClH:15]. Reported procedure: By using 4-methyl-5-isoquinolinesulfonyl chloride instead of 4-bromo-5-isoquinolinesulfonyl chloride, and (R)-3-(tert-butoxycarbonylamino)pyrrolidine instead of (S)-3-(tert-butoxycarbonylamino)pyrrolidine in the method of Example 1-1, (R)-3-(tert-butoxycarbonylamino)-1-(4-methyl-5-isoquinolinesulfonyl)pyrrolidine (Intermediate 513) can be prepared, and then the protective group of Intermediate 5b can be removed according to the method described in Example 1-1, Step B to obtain the title compound... The reactants are Cl (HCl), CCN(C(C)C)C(C)C (DIPEA), activated acid, amine, C1=CN(C=N1)C(=O)N2C=CN=C2 (CDI), N1C(=NCC1)C1=CC=C(C=C1)CNC (1-[4-(4,5-dihydro-1H-imidazol-2-yl)phenyl]-N-methylmethanamine), ClC1=C(C(=CC=C1)Cl)S(=O)(=O)N(C)CC1=CC(=CO1)C(=O)O (5-({[(2,6-dichlorophenyl)sulfonyl](methyl)amino}methyl)furan-3-carboxylic acid). Run in CN(C)C=O (DMF), CN(C)C=O (DMF). Yields the product ClC1=C(C(=CC=C1)Cl)S(=O)(=O)N(C)CC1=CC(=CO1)C(=O)N(C)CC1=CC=C(C=C1)C=1NCCN1 (5-({[(2,6-dichlorophenyl)sulfonyl](methyl)amino}methyl)-N-[4-(4,5-dihydro-1H-imidazol-2-yl)benzyl]-N-methylfuran-3-carboxamide). As a reaction SMILES: [Cl:1][C:2]1[CH:7]=[CH:6][CH:5]=[C:4]([Cl:8])[C:3]=1[S:9]([N:12]([CH2:14][C:15]1[O:19][CH:18]=[C:17]([C:20](O)=[O:21])[CH:16]=1)[CH3:13])(=[O:11])=[O:10].C1N=CN(C(N2C=NC=C2)=O)C=1.[NH:35]1[CH2:39][CH2:38][N:37]=[C:36]1[C:40]1[CH:45]=[CH:44][C:43]([CH2:46][NH:47][CH3:48])=[CH:42][CH:41]=1.Cl.CCN(C(C)C)C(C)C>CN(C=O)C>[Cl:8][C:4]1[CH:5]=[CH:6][CH:7]=[C:2]([Cl:1])[C:3]=1[S:9]([N:12]([CH2:14][C:15]1[O:19][CH:18]=[C:17]([C:20]([N:47]([CH2:46][C:43]2[CH:44]=[CH:45][C:40]([C:36]3[NH:37][CH2:38][CH2:39][N:35]=3)=[CH:41][CH:42]=2)[CH3:48])=[O:21])[CH:16]=1)[CH3:13])(=[O:10])=[O:11]. Reported procedure: 5-({[(2,6-dichlorophenyl)sulfonyl](methyl)amino}methyl)furan-3-carboxylic acid (51 mg, 0.14 mmol) was dissolved in DMF (1 mL) and CDI (34 mg, 0.21 mmol) was added. The mixture was stirred until acid activation was complete. 1-[4-(4,5-dihydro-1H-imidazol-2-yl)phenyl]-N-methylmethanamine.HCl (32 mg, 0.14 mmol) and DIPEA (0.074 mL, 0.42 mmol) were sonicated in DMF (0.5 mL) for 15 min. 0.5 mL of activated acid solution was added to 0.25 mL of amine solution and the reaction was stirred at ambient te...